Dataset: the Open Reaction Database (ORD), a public repository of structured organic reaction records. Task: describe an organic reaction: reactants, conditions, products, and yield Starting materials: CCN1CCOCC1, CCN=C=NCCCN(C)C, C1COCCN1, CN(C)C=O, Cn1ccc2c(Nc3cccc(Cl)c3)ncc(C(=O)O)c21, Cl, On1nnc2ccccc21. Yields the product Cn1ccc2c(Nc3cccc(Cl)c3)ncc(C(=O)N3CCOCC3)c21. RXN SMILES: [CH2:32]([CH3:33])[N:34]1[CH2:35][CH2:36][O:37][CH2:38][CH2:39]1.[CH2:41]([N:42]=[C:43]=[N:44][CH2:45][CH2:46][CH2:47][N:48]([CH3:49])[CH3:50])[CH3:51].[CH2:52]1[NH:53][CH2:54][CH2:55][O:56][CH2:57]1.[CH3:58][N:59]([CH3:60])[CH:61]=[O:62].[Cl:1][c:2]1[cH:3][c:4]([NH:8][c:9]2[n:10][cH:11][c:12]([C:19](=[O:20])[OH:21])[c:13]3[c:14]2[cH:15][cH:16][n:17]3[CH3:18])[cH:5][cH:6][cH:7]1.[ClH:40].[OH:22][n:23]1[c:24]2[cH:25][cH:26][cH:27][cH:28][c:29]2[n:30][n:31]1>>[Cl:1][c:2]1[cH:3][c:4]([NH:8][c:9]2[n:10][cH:11][c:12]([C:19](=[O:20])[N:34]3[CH2:35][CH2:36][O:37][CH2:38][CH2:39]3)[c:13]3[c:14]2[cH:15][cH:16][n:17]3[CH3:18])[cH:5][cH:6][cH:7]1.